This data is from the Open Reaction Database (ORD), a public repository of structured organic reaction records. The task is: describe an organic reaction: reactants, conditions, products, and yield As a reaction SMILES: [K+:21].[O-:22][N+:23]([O-:24])=[O:25].[OH2:26].[S:16](=[O:17])(=[O:18])([OH:19])[OH:20].[c:1]1([C:13](=[O:14])[OH:15])[c:2]([C:10](=[O:11])[OH:12])[c:3]([C:7](=[O:8])[OH:9])[cH:4][cH:5][cH:6]1>>[c:1]1([C:13](=[O:14])[OH:15])[c:2]([C:10](=[O:11])[OH:12])[c:3]([C:7](=[O:8])[OH:9])[cH:4][c:5]([N+:23](=[O:22])[O-:24])[cH:6]1. Starting materials: [K+], O=[N+]([O-])[O-], O, O=S(=O)(O)O, O=C(O)c1cccc(C(=O)O)c1C(=O)O. Product: O=C(O)c1cc([N+](=O)[O-])cc(C(=O)O)c1C(=O)O. Product: OC1CC2=C(C3=C(OC4=C2C=CC=C4)C=CC=C3)CC1 (2-hydroxy-1,2,3,4-tetrahydro-tribenzo(b,d,f)-oxepine). Procedure details: 6.2 g of 2-keto-1,2,3,4-tetrahydro-tribenzo(b,d,f)-oxepine are added to a suspension of 3.7 g of lithiumaluminiumhydride in 300 ml of dry ether. After refluxing for 2 hours 14.8 ml of water are added carefully. The suspension obtained is filtered off and after that the filtrate is dried and evaporated to dryness. The reactants are O=C1CC2=C(C3=C(OC4=C2C=CC=C4)C=CC=C3)CC1 (2-keto-1,2,3,4-tetrahydro-tribenzo(b,d,f)-oxepine), [H-].[Al+3].[Li+].[H-].[H-].[H-] (lithiumaluminiumhydride), O (water). Solvent: CCOCC (ether). As a reaction SMILES: [O:1]=[C:2]1[CH2:20][CH2:19][C:5]2[C:6]3[CH:18]=[CH:17][CH:16]=[CH:15][C:7]=3[O:8][C:9]3[CH:14]=[CH:13][CH:12]=[CH:11][C:10]=3[C:4]=2[CH2:3]1.[H-].[Al+3].[Li+].[H-].[H-].[H-].O>CCOCC>[OH:1][CH:2]1[CH2:20][CH2:19][C:5]2[C:6]3[CH:18]=[CH:17][CH:16]=[CH:15][C:7]=3[O:8][C:9]3[CH:14]=[CH:13][CH:12]=[CH:11][C:10]=3[C:4]=2[CH2:3]1 |f:1.2.3.4.5.6|. Starting materials: BrCCOc1ccc(Oc2ccccc2)cc1, O=C([O-])[O-], CN(C)C=O, COC(=O)C(Cc1ccc(O)cc1)NC(=O)OC(C)(C)C, [K+], [K+], O. The product is COC(=O)C(Cc1ccc(OCCOc2ccc(Oc3ccccc3)cc2)cc1)NC(=O)OC(C)(C)C. As a reaction SMILES: [Br:1][CH2:2][CH2:3][O:4][c:5]1[cH:6][cH:7][c:8]([O:11][c:12]2[cH:13][cH:14][cH:15][cH:16][cH:17]2)[cH:9][cH:10]1.[C:18](=[O:19])([O-:20])[O-:21].[CH3:24][N:25]([CH3:26])[CH:27]=[O:28].[CH3:29][O:30][C:31]([CH:32]([NH:33][C:34](=[O:35])[O:36][C:37]([CH3:38])([CH3:39])[CH3:40])[CH2:41][c:42]1[cH:43][cH:44][c:45]([OH:48])[cH:46][cH:47]1)=[O:49].[K+:22].[K+:23].[OH2:50]>>[CH2:2]([CH2:3][O:4][c:5]1[cH:6][cH:7][c:8]([O:11][c:12]2[cH:13][cH:14][cH:15][cH:16][cH:17]2)[cH:9][cH:10]1)[O:48][c:45]1[cH:44][cH:43][c:42]([CH2:41][CH:32]([C:31]([O:30][CH3:29])=[O:49])[NH:33][C:34](=[O:35])[O:36][C:37]([CH3:38])([CH3:39])[CH3:40])[cH:47][cH:46]1. Reactants: C(C)C1=CC=C(C=C1)C1CC(CN(C1)C(=O)N1CCC(CC1)O)C(=O)O (5-(4-Ethylphenyl)-1-[(4-hydroxypiperidin-1-yl)carbonyl]piperidine-3-carboxylic acid), FC1=C(C(=CC=C1)F)C(N)=NO (2,6-difluoro-N′-hydroxybenzenecarboximidamide). Product: FC1=C(C(=CC=C1)F)C1=NOC(=N1)C1CN(CC(C1)C1=CC=C(C=C1)CC)C(=O)N1CCC(CC1)O ({3-[3-(2,6-Difluorophenyl)-1,2,4-oxadiazol-5-yl]-5-(4-ethylphenyl)piperidin-1-yl}(4-hydroxy-piperidin-1-yl)methanone). Reaction SMILES: [CH2:1]([C:3]1[CH:8]=[CH:7][C:6]([CH:9]2[CH2:14][N:13]([C:15]([N:17]3[CH2:22][CH2:21][CH:20]([OH:23])[CH2:19][CH2:18]3)=[O:16])[CH2:12][CH:11]([C:24](O)=[O:25])[CH2:10]2)=[CH:5][CH:4]=1)[CH3:2].[F:27][C:28]1[CH:33]=[CH:32][CH:31]=[C:30]([F:34])[C:29]=1[C:35](=[N:37]O)[NH2:36]>>[F:27][C:28]1[CH:33]=[CH:32][CH:31]=[C:30]([F:34])[C:29]=1[C:35]1[N:37]=[C:24]([CH:11]2[CH2:10][CH:9]([C:6]3[CH:7]=[CH:8][C:3]([CH2:1][CH3:2])=[CH:4][CH:5]=3)[CH2:14][N:13]([C:15]([N:17]3[CH2:18][CH2:19][CH:20]([OH:23])[CH2:21][CH2:22]3)=[O:16])[CH2:12]2)[O:25][N:36]=1. Procedure details: 80 mg (0.22 mmol) of 5-(4-ethylphenyl)-1-[(4-hydroxypiperidin-1-yl)carbonyl]piperidine-3-carboxylic acid (Example 59A) and 57 mg (0.33 mmol) of 2,6-difluoro-N′-hydroxybenzenecarboximidamide were reacted according to the General Method 2. Yield: 57 mg (52% of theory)